Dataset: the Open Reaction Database (ORD), a public repository of structured organic reaction records. Task: describe an organic reaction: reactants, conditions, products, and yield Reactants: C1(CC1)C1=NC2=CC=CC=C2C(=C1C=O)C1=CC=C(C=C1)F (2-cyclopropyl-4-(4-fluorophenyl)-quinoline-3-carbaldehyde), C(C)(=O)O (acetic acid), C(C)#N (acetonitrile), [H-].[Na+] (sodium hydride). Solvent: O (water). Run at time 2 hour. Product: C1(CC1)C1=NC2=CC=CC=C2C(=C1C(CC#N)O)C1=CC=C(C=C1)F (3-[2-cyclopropyl-4-(4-fluoro-phenyl)quinolin-3-yl]-3-hydroxypropionitrile). The yield is 75.0%. Reaction SMILES: [CH:1]1([C:4]2[C:13]([CH:14]=[O:15])=[C:12]([C:16]3[CH:21]=[CH:20][C:19]([F:22])=[CH:18][CH:17]=3)[C:11]3[C:6](=[CH:7][CH:8]=[CH:9][CH:10]=3)[N:5]=2)[CH2:3][CH2:2]1.[C:23](#[N:25])[CH3:24].[H-].[Na+].C(O)(=O)C>O>[CH:1]1([C:4]2[C:13]([CH:14]([OH:15])[CH2:24][C:23]#[N:25])=[C:12]([C:16]3[CH:21]=[CH:20][C:19]([F:22])=[CH:18][CH:17]=3)[C:11]3[C:6](=[CH:7][CH:8]=[CH:9][CH:10]=3)[N:5]=2)[CH2:2][CH2:3]1 |f:2.3|. Reported procedure: In a 50 mL-volume glass flask equipped with a stirrer and a thermometer were placed under argon atmosphere 0.20 g (0.68 mmol) of 2-cyclopropyl-4-(4-fluorophenyl)-quinoline-3-carbaldehyde, 2 mL of acetonitrile and 0.042 g (1.06 mmol) of sodium hydride (purity: 60w). The content was stirred at room temperature for 2 hours. The resulting mixture was chilled to 0° C. To the chilled mixture was added 0.08 mL (1.40 mmol) of acetic acid, and the mixture was stirred for 5 minutes at the same temperature... Reactants: BrC1=C(C(=C(N)C=C1)C)Cl (4-bromo-3-chloro-2-methylaniline), N(=O)[O-].[Na+] (NaNO2). The solvent is C(C)(=O)O (acetic acid), O (H2O), O (H2O). Conditions: time 30 minute. The product is BrC=1C(=C2C=NNC2=CC1)Cl (5-Bromo-4-chloro-1H-indazole). As a reaction SMILES: [Br:1][C:2]1[CH:8]=[CH:7][C:5]([NH2:6])=[C:4]([CH3:9])[C:3]=1[Cl:10].[N:11]([O-])=O.[Na+]>C(O)(=O)C.O>[Br:1][C:2]1[C:3]([Cl:10])=[C:4]2[C:5](=[CH:7][CH:8]=1)[NH:6][N:11]=[CH:9]2 |f:1.2|. Procedure: To a solution of 4-bromo-3-chloro-2-methylaniline (11 g, 49.9 mmol) in acetic acid (450 mL) was added NaNO2 (5.4 g, 78.3 mmol) in H2O (15 mL) at 10° C. The resulting mixture was stirred at room temperature for 30 minutes. Upon completion, the reaction mixture was diluted with H2O (500 mL) and extracted with EtOAc. The organic layer was dried over Na2SO4 and concentrated in vacuo. The residue was triturated with petroleum ether affording the title compound (4.5 g) as yellow solid. 1H NMR (400 MHz... Reactants: O=S(=O)(Cl)c1ccc(Cl)cc1Cl, COc1nc(Cl)c(Cl)nc1N. The product is COc1nc(Cl)c(Cl)nc1NS(=O)(=O)c1ccc(Cl)cc1Cl. As a reaction SMILES: [Cl:12][c:13]1[c:14]([S:20](=[O:21])(=[O:22])[Cl:23])[cH:15][cH:16][c:17]([Cl:19])[cH:18]1.[Cl:1][c:2]1[n:3][c:4]([O:10][CH3:11])[c:5]([NH2:9])[n:6][c:7]1[Cl:8]>>[Cl:1][c:2]1[n:3][c:4]([O:10][CH3:11])[c:5]([NH:9][S:20]([c:14]2[c:13]([Cl:12])[cH:18][c:17]([Cl:19])[cH:16][cH:15]2)(=[O:21])=[O:22])[n:6][c:7]1[Cl:8]. The reactants are ClC=1C=C(C=CC1)NN (3-chlorophenyl hydrazine), Cl (HCl), C1(=CC=CC=C1)NN (phenyl hydrazine). Yields the product ClC=1C=C(C=CC1)N1N=C(C=C1)C (1-(3′-Chlorophenyl)-3-methyl-1H-pyrazole). As a reaction SMILES: [Cl:1][C:2]1[CH:3]=[C:4]([NH:8][NH2:9])[CH:5]=[CH:6][CH:7]=1.Cl.[C:11]1(NN)[CH:16]=CC=[CH:13][CH:12]=1>>[Cl:1][C:2]1[CH:3]=[C:4]([N:8]2[CH:16]=[CH:11][C:12]([CH3:13])=[N:9]2)[CH:5]=[CH:6][CH:7]=1. Reported procedure: This compound was prepared by the same methodology described for EXAMPLE 1 with 3-chlorophenyl hydrazine.HCl substituted for phenyl hydrazine. There was obtained the title compound; HRMS (M+H)+: calc. 467.094465; found 467.091517.